From a dataset of the Open Reaction Database (ORD), a public repository of structured organic reaction records. describe an organic reaction: reactants, conditions, products, and yield Reactants: BrC=1C=C2C(=NNC(C2=CC1)=O)Cl (6-bromo-4-chloro-2H-phthalazin-1-one), FC(C1=C(CN)C=CC=C1)(F)F (2-(trifluoromethyl)benzylamine), C=1C=CC(=CC1)P(C=2C=CC=CC2)C3=CC=C4C=CC=CC4=C3C5=C6C=CC=CC6=CC=C5P(C=7C=CC=CC7)C=8C=CC=CC8 (rac-BINAP), CC(C)(C)[O-].[Na+] (NaOt-Bu). Reagents/catalysts: C=1C=CC(=CC1)/C=C/C(=O)/C=C/C2=CC=CC=C2.C=1C=CC(=CC1)/C=C/C(=O)/C=C/C2=CC=CC=C2.C=1C=CC(=CC1)/C=C/C(=O)/C=C/C2=CC=CC=C2.[Pd].[Pd] (Pd2(dba)3). The solvent is CC(=O)N(C)C (DMA), CCOC(=O)C (EtOAc). The product is ClC1=NNC(C2=CC=C(C=C12)NCC1=C(C=CC=C1)C(F)(F)F)=O (4-chloro-6-(2-trifluoromethyl-benzylamino)-2H-phthalazin-1-one). Isolated yield 5.1%. RXN SMILES: Br[C:2]1[CH:3]=[C:4]2[C:9](=[CH:10][CH:11]=1)[C:8](=[O:12])[NH:7][N:6]=[C:5]2[Cl:13].[F:14][C:15]([F:25])([F:24])[C:16]1[CH:23]=[CH:22][CH:21]=[CH:20][C:17]=1[CH2:18][NH2:19].C1C=CC(P(C2C(C3C(P(C4C=CC=CC=4)C4C=CC=CC=4)=CC=C4C=3C=CC=C4)=C3C(C=CC=C3)=CC=2)C2C=CC=CC=2)=CC=1.CC([O-])(C)C.[Na+]>CC(N(C)C)=O.CCOC(C)=O.C1C=CC(/C=C/C(/C=C/C2C=CC=CC=2)=O)=CC=1.C1C=CC(/C=C/C(/C=C/C2C=CC=CC=2)=O)=CC=1.C1C=CC(/C=C/C(/C=C/C2C=CC=CC=2)=O)=CC=1.[Pd].[Pd]>[Cl:13][C:5]1[C:4]2[C:9](=[CH:10][CH:11]=[C:2]([NH:19][CH2:18][C:17]3[CH:20]=[CH:21][CH:22]=[CH:23][C:16]=3[C:15]([F:14])([F:24])[F:25])[CH:3]=2)[C:8](=[O:12])[NH:7][N:6]=1 |f:3.4,7.8.9.10.11|. Procedure details: A mixture 6-bromo-4-chloro-2H-phthalazin-1-one (100 mg, 0.385 mmol), 2-(trifluoromethyl)benzylamine (0.31 mL, 0.424 mmol), Pd2(dba)3 (35 mg, 0.0385 mmol), rac-BINAP (81 mg, 0.120 mmol) and NaOt-Bu (92 mg, 0.963 mmol) in DMA (6 mL) was heated at 80° C. for 1 h. The mixture was allowed to cool, diluted with EtOAc and washed with water. The organic layer was washed with sat.aq. NaHCO3, brine and dried (Na2SO4). Chromatography on silica (EtOAc/hexanes) afforded 4-chloro-6-(2-trifluoromethyl-benzylam... Reactants: N1N=CC=C1 (pyrazole), ClC=1N=C(C2=C(N1)SC(=C2)Cl)NCC2=CC(=C(C=C2)OC)OC (2,6-dichloro-4-(3,4-dimethoxybenzylamino)-thieno-[2,3-d]-pyrimidine). Yields the product N1(N=CC=C1)C=1N=C(C2=C(N1)SC(=C2)Cl)NCC2=CC(=C(C=C2)OC)OC (2-(pyrazol-1-yl)-6-chloro-4-(3,4-dimethoxybenzylamino)-thieno-[2,3-d]-pyrimidine). RXN SMILES: [NH:1]1[CH:5]=[CH:4][CH:3]=[N:2]1.Cl[C:7]1[N:8]=[C:9]([NH:17][CH2:18][C:19]2[CH:24]=[CH:23][C:22]([O:25][CH3:26])=[C:21]([O:27][CH3:28])[CH:20]=2)[C:10]2[CH:15]=[C:14]([Cl:16])[S:13][C:11]=2[N:12]=1>>[N:1]1([C:7]2[N:8]=[C:9]([NH:17][CH2:18][C:19]3[CH:24]=[CH:23][C:22]([O:25][CH3:26])=[C:21]([O:27][CH3:28])[CH:20]=3)[C:10]3[CH:15]=[C:14]([Cl:16])[S:13][C:11]=3[N:12]=2)[CH:5]=[CH:4][CH:3]=[N:2]1. Reported procedure: Following the procedure of Example 97, the reaction of pyrazole with 2,6-dichloro-4-(3,4-dimethoxybenzylamino)-thieno-[2,3-d]-pyrimidine gives 2-(pyrazol-1-yl)-6-chloro-4-(3,4-dimethoxybenzylamino)-thieno-[2,3-d]-pyrimidine. Starting materials: OC1=C(CNC(C)=O)C=CC=C1 (N-(2-hydroxybenzyl)acetamide), O1[C@@H](C1)COS(=O)(=O)C1=CC(=CC=C1)[N+](=O)[O-] ((2S)-oxiran-2-ylmethyl-3-nitrobenzenesulfonate), C(=O)([O-])[O-].[Cs+].[Cs+] (Cs2CO3). Conditions: time 8 hour. Yields the product O1[C@@H](C1)COC1=C(CNC(C)=O)C=CC=C1 (N-{2-[(2S)-Oxiran-2-ylmethoxy]benzyl}acetamide). Yield: 65.2%. RXN SMILES: [OH:1][C:2]1[CH:12]=[CH:11][CH:10]=[CH:9][C:3]=1[CH2:4][NH:5][C:6](=[O:8])[CH3:7].[O:13]1[CH2:15][C@H:14]1[CH2:16]OS(C1C=CC=C([N+]([O-])=O)C=1)(=O)=O.C([O-])([O-])=O.[Cs+].[Cs+]>>[O:13]1[CH2:15][C@H:14]1[CH2:16][O:1][C:2]1[CH:12]=[CH:11][CH:10]=[CH:9][C:3]=1[CH2:4][NH:5][C:6](=[O:8])[CH3:7] |f:2.3.4|. Procedure details: A mixture of N-(2-hydroxybenzyl)acetamide (382 mg, 2.31 mmol), (2S)-oxiran-2-ylmethyl-3-nitrobenzenesulfonate (599 mg, 2.31 mmol) and Cs2CO3 (901 mg, 2.77 mmol) in DMP (5 mL) was stirred at room temperature overnight. The reaction mixture was partitioned between ethyl acetate and H2O. The organic layer was dried over Na2SO4, filtered and concentrated. The residue was purified by silica gel flash chromatography (0-80% ethyl acetate in petroleum spirit) to give the subtitled compound (333 mg). The solvent is C(C)O (ethanol). The yield is 92.3%. Starting materials: C(C)(=O)C1=C(C(=CC(=C1)C(C)(C)C)CNC(CCl)=O)O (2-acetyl-4-tert-butyl-6-(N-chloroacetylaminomethyl)phenol), Cl (hydrochloric acid). Yields the product Cl.C(C)(=O)C1=C(C(=CC(=C1)C(C)(C)C)CN)O (2-Acetyl-4-tert-butyl-6-aminomethylphenol hydrochloride). Reaction SMILES: [C:1]([C:4]1[CH:9]=[C:8]([C:10]([CH3:13])([CH3:12])[CH3:11])[CH:7]=[C:6]([CH2:14][NH:15]C(=O)C[Cl:18])[C:5]=1[OH:20])(=[O:3])[CH3:2].Cl>C(O)C>[ClH:18].[C:1]([C:4]1[CH:9]=[C:8]([C:10]([CH3:11])([CH3:13])[CH3:12])[CH:7]=[C:6]([CH2:14][NH2:15])[C:5]=1[OH:20])(=[O:3])[CH3:2] |f:3.4|. Procedure details: To 1.49 g of 2-acetyl-4-tert-butyl-6-(N-chloroacetylaminomethyl)phenol (prepared in Example 1) dissolved in 10 ml of ethanol were added 4.0 ml of conc. hydrochloric acid and heated at reflux for 20 hous. The reaction mixture was concentrated at reduced pressure and the residue was recrystallized from a mixed solvent of methanol and diethyl ether to give 1.19 g of the title compound having the following physical properties as white needles.